Dataset: the Open Reaction Database (ORD), a public repository of structured organic reaction records. Task: describe an organic reaction: reactants, conditions, products, and yield Starting materials: BrC=1C=NC=CC1 (3-bromopyridine), C(CCC)[Li] (n-butyl lithium), CCCCCC (hexane), O=C1CCN(CC1)C(=O)OCC1=CC=CC=C1 (benzyl 4-oxopiperidine-1-carboxylate). Run in C(C)OCC (diethyl ether), C(C)OCC (diethyl ether), C(C)OCC (diethyl ether), C1CCOC1 (THF). Conditions: temperature -78 celsius, time 1 hour. Product: OC1(CCN(CC1)C(=O)OCC1=CC=CC=C1)C=1C=NC=CC1 (benzyl 4-hydroxy-4-(pyridin-3-yl)piperidine-1-carboxylate). Isolated yield 47.8%. RXN SMILES: Br[C:2]1[CH:3]=[N:4][CH:5]=[CH:6][CH:7]=1.C([Li])CCC.CCCCCC.[O:19]=[C:20]1[CH2:25][CH2:24][N:23]([C:26]([O:28][CH2:29][C:30]2[CH:35]=[CH:34][CH:33]=[CH:32][CH:31]=2)=[O:27])[CH2:22][CH2:21]1>C(OCC)C.C1COCC1>[OH:19][C:20]1([C:2]2[CH:3]=[N:4][CH:5]=[CH:6][CH:7]=2)[CH2:21][CH2:22][N:23]([C:26]([O:28][CH2:29][C:30]2[CH:35]=[CH:34][CH:33]=[CH:32][CH:31]=2)=[O:27])[CH2:24][CH2:25]1. Procedure details: A solution of 3-bromopyridine (9.09 mL, 94.31 mmol) in diethyl ether (50 mL) was added dropwise to a stirred solution of 1.6M n-butyl lithium in hexane (58.9 mL, 94.31 mmol) in diethyl ether (500 mL) cooled to −78° C., over a period of 15 minutes under nitrogen. The resulting suspension was stirred at −78° C. for 1 hour. A solution of benzyl 4-oxopiperidine-1-carboxylate (20 g, 85.74 mmol) in diethyl ether (50 mL) and THF (50 mL) was added dropwise over 15 minutes. The reaction mixture was stirr... Reactants: C1CCOC1, CCOC(=O)CC1CCc2cc(OCCc3nc(-c4ccccc4)oc3C)ccc21, C[Si](C)(C)[N-][Si](C)(C)C, [Cl-], CCCI, [Li+], [NH4+]. Yields the product CCCC(C(=O)OCC)C1CCc2cc(OCCc3nc(-c4ccccc4)oc3C)ccc21. As a reaction SMILES: [CH2:47]1[O:48][CH2:49][CH2:50][CH2:51]1.[CH3:1][c:2]1[c:3]([CH2:13][CH2:14][O:15][c:16]2[cH:17][c:18]3[c:22]([cH:23][cH:24]2)[CH:21]([CH2:25][C:26](=[O:27])[O:28][CH2:29][CH3:30])[CH2:20][CH2:19]3)[n:4][c:5](-[c:7]2[cH:8][cH:9][cH:10][cH:11][cH:12]2)[o:6]1.[CH3:31][Si:32]([N-:33][Si:34]([CH3:35])([CH3:36])[CH3:37])([CH3:38])[CH3:39].[Cl-:45].[I:41][CH2:42][CH2:43][CH3:44].[Li+:40].[NH4+:46]>>[CH3:1][c:2]1[c:3]([CH2:13][CH2:14][O:15][c:16]2[cH:17][c:18]3[c:22]([cH:23][cH:24]2)[CH:21]([CH:25]([C:26](=[O:27])[O:28][CH2:29][CH3:30])[CH2:42][CH2:43][CH3:44])[CH2:20][CH2:19]3)[n:4][c:5](-[c:7]2[cH:8][cH:9][cH:10][cH:11][cH:12]2)[o:6]1.